Dataset: the Open Reaction Database (ORD), a public repository of structured organic reaction records. Task: describe an organic reaction: reactants, conditions, products, and yield The reactants are CS(C)=O, O=S(O)c1ccc(Cl)cc1, O=Cc1cccnc1Cl, [Na], O. Yields the product O=Cc1cccnc1S(=O)(=O)c1ccc(Cl)cc1. RXN SMILES: [CH3:21][S:22]([CH3:23])=[O:24].[Cl:11][c:12]1[cH:13][cH:14][c:15]([S:18](=[O:19])[OH:20])[cH:16][cH:17]1.[Cl:1][c:2]1[n:3][cH:4][cH:5][cH:6][c:7]1[CH:8]=[O:9].[Na:10].[OH2:25]>>[c:2]1([S:18]([c:15]2[cH:14][cH:13][c:12]([Cl:11])[cH:17][cH:16]2)(=[O:19])=[O:20])[n:3][cH:4][cH:5][cH:6][c:7]1[CH:8]=[O:9]. Reactants: CCOc1ccc(C(=O)OC)c2c3ccccc3n(Cc3ccccc3)c12, CO, [Na+], [OH-]. As a reaction SMILES: [CH3:1][O:2][C:3](=[O:4])[c:5]1[cH:6][cH:7][c:8]([O:25][CH2:26][CH3:27])[c:9]2[n:10]([CH2:18][c:19]3[cH:20][cH:21][cH:22][cH:23][cH:24]3)[c:11]3[cH:12][cH:13][cH:14][cH:15][c:16]3[c:17]12.[CH3:30][OH:31].[Na+:29].[OH-:28]>>[O:2]=[C:3]([OH:4])[c:5]1[cH:6][cH:7][c:8]([O:25][CH2:26][CH3:27])[c:9]2[n:10]([CH2:18][c:19]3[cH:20][cH:21][cH:22][cH:23][cH:24]3)[c:11]3[cH:12][cH:13][cH:14][cH:15][c:16]3[c:17]12. The product is CCOc1ccc(C(=O)O)c2c3ccccc3n(Cc3ccccc3)c12. Reactants: CC(=O)[O-], Cc1cccnc1CN(Cc1ncccc1C)C1CCNCC1, CO, N#CBr, [Na+], O. RXN SMILES: [C:24]([O-:25])(=[O:26])[CH3:27].[CH3:1][c:2]1[c:3]([CH2:8][N:9]([CH:10]2[CH2:11][CH2:12][NH:13][CH2:14][CH2:15]2)[CH2:16][c:17]2[n:18][cH:19][cH:20][cH:21][c:22]2[CH3:23])[n:4][cH:5][cH:6][cH:7]1.[CH3:33][OH:34].[N:29]#[C:30][Br:31].[Na+:28].[OH2:32]>>[CH3:1][c:2]1[c:3]([CH2:8][N:9]([CH:10]2[CH2:11][CH2:12][N:13]([C:30]#[N:29])[CH2:14][CH2:15]2)[CH2:16][c:17]2[n:18][cH:19][cH:20][cH:21][c:22]2[CH3:23])[n:4][cH:5][cH:6][cH:7]1. Yields the product Cc1cccnc1CN(Cc1ncccc1C)C1CCN(C#N)CC1. Reactants: BrC=1SC2=C(N1)C=C(C=C2)C(F)(F)F (2-bromo-5-trifluoromethyl-benzothiazole), CC(C)([O-])C.[Na+] (sodium tert-butoxide), Cl.[N+](=O)([O-])C1=C(C=C(C=C1)NC1CCC(CC1)OCC(=O)N1CCNCC1)C(F)(F)F (2-[4-(4-nitro-3-trifluoromethyl-phenylamino)-cyclohexyloxy]-1-piperazin-1-yl-ethanone hydrochloride). Reagents/catalysts: C=1C=CC(=CC1)P(C=2C=CC=CC2)C3=CC=C4C=CC=CC4=C3C5=C6C=CC=CC6=CC=C5P(C=7C=CC=CC7)C=8C=CC=CC8 (BINAP), C=1C=CC(=CC1)/C=C/C(=O)/C=C/C2=CC=CC=C2.C=1C=CC(=CC1)/C=C/C(=O)/C=C/C2=CC=CC=C2.C=1C=CC(=CC1)/C=C/C(=O)/C=C/C2=CC=CC=C2.[Pd].[Pd].C(Cl)(Cl)Cl (Pd2(dba)3 CHCl3). The solvent is C1(=CC=CC=C1)C (toluene). Reaction conditions: temperature 70 celsius. The product is [N+](=O)([O-])C1=C(C=C(C=C1)NC1CCC(CC1)OCC(=O)N1CCN(CC1)C=1SC2=C(N1)C=C(C=C2)C(F)(F)F)C(F)(F)F (2-[4-(4-nitro-3-trifluoromethyl-phenylamino)-cyclohexyloxy]-1-[4-(5-trifluoromethyl-benzothiazol-2-yl)-piperazin-1-yl]-ethanone). Isolated yield 74.9%. Reaction SMILES: Br[C:2]1[S:3][C:4]2[CH:10]=[CH:9][C:8]([C:11]([F:14])([F:13])[F:12])=[CH:7][C:5]=2[N:6]=1.CC(C)([O-])C.[Na+].Cl.[N+:22]([C:25]1[CH:30]=[CH:29][C:28]([NH:31][CH:32]2[CH2:37][CH2:36][CH:35]([O:38][CH2:39][C:40]([N:42]3[CH2:47][CH2:46][NH:45][CH2:44][CH2:43]3)=[O:41])[CH2:34][CH2:33]2)=[CH:27][C:26]=1[C:48]([F:51])([F:50])[F:49])([O-:24])=[O:23]>C1(C)C=CC=CC=1.C1C=CC(/C=C/C(/C=C/C2C=CC=CC=2)=O)=CC=1.C1C=CC(/C=C/C(/C=C/C2C=CC=CC=2)=O)=CC=1.C1C=CC(/C=C/C(/C=C/C2C=CC=CC=2)=O)=CC=1.[Pd].[Pd].C(Cl)(Cl)Cl.C1C=CC(P(C2C(C3C(P(C4C=CC=CC=4)C4C=CC=CC=4)=CC=C4C=3C=CC=C4)=C3C(C=CC=C3)=CC=2)C2C=CC=CC=2)=CC=1>[N+:22]([C:25]1[CH:30]=[CH:29][C:28]([NH:31][CH:32]2[CH2:33][CH2:34][CH:35]([O:38][CH2:39][C:40]([N:42]3[CH2:47][CH2:46][N:45]([C:2]4[S:3][C:4]5[CH:10]=[CH:9][C:8]([C:11]([F:14])([F:13])[F:12])=[CH:7][C:5]=5[N:6]=4)[CH2:44][CH2:43]3)=[O:41])[CH2:36][CH2:37]2)=[CH:27][C:26]=1[C:48]([F:51])([F:50])[F:49])([O-:24])=[O:23] |f:1.2,3.4,6.7.8.9.10.11|. Procedure details: To a solution of 2-bromo-5-trifluoromethyl-benzothiazole (430 mg, 1.4 mmol, 1 eq.) in toluene (15 ml) was added sodium tert-butoxide (546 mg, 5.7 mmol, 4 eq.), BINAP (10 mg, 0.015 mmol, 0.01 eq.) and 2-[4-(4-nitro-3-trifluoromethyl-phenylamino)-cyclohexyloxy]-1-piperazin-1-yl-ethanone hydrochloride (1.33 g, 2.84 mmol, 2 eq.). The solution was flushed with nitrogen and evacuated three times before adding Pd2(dba)3-CHCl3 (31 mg, 0.03 mmol, 0.02 eq.) and flushing/evacuating a final time. The slurry...